This data is from the Open Reaction Database (ORD), a public repository of structured organic reaction records. The task is: describe an organic reaction: reactants, conditions, products, and yield The reactants are CCOC(=O)c1cn(C2CC2)c2c(OC(F)F)c(F)c(F)cc2c1=O, [K+], O=[N+]([O-])[O-], O, O=S(=O)(O)O. Product: CCOC(=O)c1cn(C2CC2)c2c(OC(F)F)c(F)c(F)c([N+](=O)[O-])c2c1=O. As a reaction SMILES: [CH:1]1([n:4]2[cH:5][c:6]([C:21](=[O:22])[O:23][CH2:24][CH3:25])[c:7](=[O:20])[c:8]3[cH:9][c:10]([F:19])[c:11]([F:18])[c:12]([O:14][CH:15]([F:16])[F:17])[c:13]23)[CH2:2][CH2:3]1.[K+:26].[O-:27][N+:28]([O-:29])=[O:30].[OH2:31].[S:32](=[O:33])(=[O:34])([OH:35])[OH:36]>>[CH:1]1([n:4]2[cH:5][c:6]([C:21](=[O:22])[O:23][CH2:24][CH3:25])[c:7](=[O:20])[c:8]3[c:9]([N+:28](=[O:27])[O-:29])[c:10]([F:19])[c:11]([F:18])[c:12]([O:14][CH:15]([F:16])[F:17])[c:13]23)[CH2:2][CH2:3]1. Starting materials: Cl.ClC1=NC=NC2=CC(=C(C=C12)OC)OC (4-chloro-6,7-dimethoxyquinazoline hydrochloride), FC1=C(N)C=C(C(=C1)C)O (2-fluoro-5-hydroxy-4-methylaniline). The solvent is C(C)(C)O (isopropanol). Product: Cl.FC1=C(NC2=NC=NC3=CC(=C(C=C23)OC)OC)C=C(C(=C1)C)O (4-(2-fluoro-5-hydroxy-4-methylanilino)-6,7-dimethoxyquinazoline hydrochloride). Yield: 62.7%. Reaction SMILES: Cl.[Cl:2][C:3]1[C:12]2[C:7](=[CH:8][C:9]([O:15][CH3:16])=[C:10]([O:13][CH3:14])[CH:11]=2)[N:6]=[CH:5][N:4]=1.[F:17][C:18]1[CH:24]=[C:23]([CH3:25])[C:22]([OH:26])=[CH:21][C:19]=1[NH2:20]>C(O)(C)C>[ClH:2].[F:17][C:18]1[CH:24]=[C:23]([CH3:25])[C:22]([OH:26])=[CH:21][C:19]=1[NH:20][C:3]1[C:12]2[C:7](=[CH:8][C:9]([O:15][CH3:16])=[C:10]([O:13][CH3:14])[CH:11]=2)[N:6]=[CH:5][N:4]=1 |f:0.1,4.5|. Reported procedure: A mixture of 4-chloro-6,7-dimethoxyquinazoline hydrochloride (2.5 g, 9.6 mmol), (prepared as described for the starting material in Example 1 but without the aqueous work up), and 2-fluoro-5-hydroxy-4-methylaniline (1.48 g, 10.5 mmol) in isopropanol (150 ml) was heated at reflux for 2 hours. The mixture was allowed to cool, the solid product collected by filtration, washed with isopropanol and dried to give 4-(2-fluoro-5-hydroxy-4-methylanilino)-6,7-dimethoxyquinazoline hydrochloride (2.2 g, 71 ... The reactants are C1(CCCCC1)P(C1=C(C=CC=C1)C1=C(C=C(C=C1C(C)C)C(C)C)C(C)C)C1CCCCC1 (2-dicyclohexylphosphino-2′,4′,6′-tri-i-propyl-1,1′-biphenyl), C(C)(C)(CC)O (tert-amyl alcohol), BrC1=CC(=CC(=C1)C(C)(C)C)C(C)(C)C (1-bromo-3,5-di-t-butyl benzene), C[Si](C)(C)[N-][Si](C)(C)C.[Li+] (lithium bis(trimethylsilyl) amide), C(C1=CC=CC=C1)(C1=CC=CC=C1)=NN (benzophenone hydrazone). Reagents/catalysts: C(C)(=O)[O-].[Pd+2].C(C)(=O)[O-] (Palladium acetate). Run in COCCOC (ethylene glycol dimethyl ether), COCCOC (ethylene glycol dimethyl ether). Reaction conditions: temperature 60 celsius, time 5 minute. Product: C(C1=CC=CC=C1)(C1=CC=CC=C1)=NNC1=CC(=CC(=C1)C(C)(C)C)C(C)(C)C (N-benzhydrylidene-N′-(3,5-di-tert-butyl-phenyl)-hydrazine), material. Yield: 97.7%. Reaction SMILES: C1(P(C2CCCCC2)C2C=CC=CC=2C2C(C(C)C)=CC(C(C)C)=CC=2C(C)C)CCCCC1.C(O)(CC)(C)C.Br[C:42]1[CH:47]=[C:46]([C:48]([CH3:51])([CH3:50])[CH3:49])[CH:45]=[C:44]([C:52]([CH3:55])([CH3:54])[CH3:53])[CH:43]=1.C[Si]([N-][Si](C)(C)C)(C)C.[Li+].[C:66](=[N:79][NH2:80])([C:73]1[CH:78]=[CH:77][CH:76]=[CH:75][CH:74]=1)[C:67]1[CH:72]=[CH:71][CH:70]=[CH:69][CH:68]=1>COCCOC.C([O-])(=O)C.[Pd+2].C([O-])(=O)C>[C:66](=[N:79][NH:80][C:42]1[CH:47]=[C:46]([C:48]([CH3:51])([CH3:50])[CH3:49])[CH:45]=[C:44]([C:52]([CH3:55])([CH3:54])[CH3:53])[CH:43]=1)([C:73]1[CH:74]=[CH:75][CH:76]=[CH:77][CH:78]=1)[C:67]1[CH:72]=[CH:71][CH:70]=[CH:69][CH:68]=1 |f:3.4,7.8.9|. Reported procedure: Palladium acetate (8.4 mg, 0.037 mmol) and 2-dicyclohexylphosphino-2′,4′,6′-tri-i-propyl-1,1′-biphenyl (X-PHOS) (35.6 mg, 0.074 mmol) were dissolved in tert-amyl alcohol (10 μl, 0.093 mmol) and anhydrous ethylene glycol dimethyl ether (0.25 ml). The mixture was heated and stirred at 60° C. for five minutes under a nitrogen atmosphere to prepare a catalyst. In a separate reaction container under a nitrogen atmosphere, 1-bromo-3,5-di-t-butyl benzene (501 mg, 1.9 mmol), lithium bis(trimethylsilyl) ...